This data is from the Open Reaction Database (ORD), a public repository of structured organic reaction records. The task is: describe an organic reaction: reactants, conditions, products, and yield Reactants: CCCC[N+](CCCC)(CCCC)CCCC, C1CCOC1, CCOC(C)=O, CCCCOC(=O)C=Cc1ccn([Si](C(C)C)(C(C)C)C(C)C)c1, [F-], O, O, O. Yields the product CCCCOC(=O)C=Cc1cc[nH]c1. Reaction SMILES: [CH2:29]([N+:30]([CH2:31][CH2:32][CH2:33][CH3:34])([CH2:35][CH2:36][CH2:37][CH3:38])[CH2:39][CH2:40][CH2:41][CH3:42])[CH2:43][CH2:44][CH3:45].[CH2:46]1[O:47][CH2:48][CH2:49][CH2:50]1.[CH3:51][CH2:52][O:53][C:54]([CH3:55])=[O:56].[CH:1]([Si:2]([CH:3]([CH3:4])[CH3:19])([n:5]1[cH:6][c:7]([CH:10]=[CH:11][C:12](=[O:13])[O:14][CH2:15][CH2:16][CH2:17][CH3:18])[cH:8][cH:9]1)[CH:20]([CH3:21])[CH3:22])([CH3:23])[CH3:24].[F-:28].[OH2:25].[OH2:26].[OH2:27]>>[nH:5]1[cH:6][c:7]([CH:10]=[CH:11][C:12](=[O:13])[O:14][CH2:15][CH2:16][CH2:17][CH3:18])[cH:8][cH:9]1. The reactants are BrC(Br)(Br)Br, OCc1cccc(OCc2nc3cc(F)ccc3s2)c1, C1CCOC1, c1ccc(P(c2ccccc2)c2ccccc2)cc1. The product is Fc1ccc2sc(COc3cccc(CBr)c3)nc2c1. As a reaction SMILES: [C:21]([Br:22])([Br:23])([Br:24])[Br:25].[F:1][c:2]1[cH:3][cH:4][c:5]2[c:6]([n:7][c:8]([CH2:10][O:11][c:12]3[cH:13][c:14]([CH2:15][OH:16])[cH:17][cH:18][cH:19]3)[s:9]2)[cH:20]1.[O:45]1[CH2:46][CH2:47][CH2:48][CH2:49]1.[c:26]1([P:27]([c:28]2[cH:29][cH:30][cH:31][cH:32][cH:33]2)[c:34]2[cH:35][cH:36][cH:37][cH:38][cH:39]2)[cH:40][cH:41][cH:42][cH:43][cH:44]1>>[F:1][c:2]1[cH:3][cH:4][c:5]2[c:6]([n:7][c:8]([CH2:10][O:11][c:12]3[cH:13][c:14]([CH2:15][Br:22])[cH:17][cH:18][cH:19]3)[s:9]2)[cH:20]1.